Dataset: the Open Reaction Database (ORD), a public repository of structured organic reaction records. Task: describe an organic reaction: reactants, conditions, products, and yield Reactants: COC(=O)CBr, O=C([O-])[O-], COC(=O)C(Cc1ccc(O)cc1)=C(C(=O)OC)C(C)C, Cc1ccccc1, [K+], [K+], O. Product: COC(=O)COc1ccc(CC(C(=O)OC)=C(C(=O)OC)C(C)C)cc1. As a reaction SMILES: [Br:28][CH2:29][C:30](=[O:31])[O:32][CH3:33].[C:22](=[O:23])([O-:24])[O-:25].[CH3:1][O:2][C:3]([C:4](=[C:5]([C:6](=[O:7])[O:8][CH3:9])[CH:10]([CH3:11])[CH3:12])[CH2:13][c:14]1[cH:15][cH:16][c:17]([OH:20])[cH:18][cH:19]1)=[O:21].[CH3:34][c:35]1[cH:36][cH:37][cH:38][cH:39][cH:40]1.[K+:26].[K+:27].[OH2:41]>>[CH3:1][O:2][C:3]([C:4](=[C:5]([C:6](=[O:7])[O:8][CH3:9])[CH:10]([CH3:11])[CH3:12])[CH2:13][c:14]1[cH:15][cH:16][c:17]([O:20][CH2:29][C:30](=[O:31])[O:32][CH3:33])[cH:18][cH:19]1)=[O:21].